This data is from the Open Reaction Database (ORD), a public repository of structured organic reaction records. The task is: describe an organic reaction: reactants, conditions, products, and yield Reactants: ClC1=C(C(=O)O)C(=CC=C1)Cl (2,6-dichlorobenzoic acid), CC1=NC=C(C=N1)C(CN)N1CCOCC1 (2-(2-methylpyrimidin-5-yl)-2-morpholinoethanamine). Yields the product ClC1=C(C(=O)NCC(N2CCOCC2)C=2C=NC(=NC2)C)C(=CC=C1)Cl (2,6-dichloro-N-(2-(2-methylpyrimidin-5-yl)-2-morpholinoethyl)benzamide). Reaction SMILES: [Cl:1][C:2]1[CH:10]=[CH:9][CH:8]=[C:7]([Cl:11])[C:3]=1[C:4]([OH:6])=O.[CH3:12][C:13]1[N:18]=[CH:17][C:16]([CH:19]([N:22]2[CH2:27][CH2:26][O:25][CH2:24][CH2:23]2)[CH2:20][NH2:21])=[CH:15][N:14]=1>>[Cl:11][C:7]1[CH:8]=[CH:9][CH:10]=[C:2]([Cl:1])[C:3]=1[C:4]([NH:21][CH2:20][CH:19]([C:16]1[CH:17]=[N:18][C:13]([CH3:12])=[N:14][CH:15]=1)[N:22]1[CH2:23][CH2:24][O:25][CH2:26][CH2:27]1)=[O:6]. Procedure: From 2,6-dichlorobenzoic acid and 2-(2-methylpyrimidin-5-yl)-2-morpholinoethanamine. Starting materials: Cl (hydrochloric acid), C(C)OC(=O)C=1OC2=C(C(C1)=O)C=CC=C2NC(C=CC2=CC=C(C=C2)CCCCC)=O (8-(p-pentylcinnamoyl)amino-4-oxo-4H-1-benzopyran-2-carboxylic acid ethyl ester), C(C)O (ethanol), C([O-])(O)=O.[Na+] (sodium bicarbonate). Run in O (water). Yields the product C(CCCC)C1=CC=C(C=CC(=O)NC2=CC=CC=3C(C=C(OC32)C(=O)O)=O)C=C1 (8-(p-pentylcinnamoyl)amino-4-oxo-4H-1-benzopyran-2-carboxylic acid). Isolated yield 50.2%. As a reaction SMILES: C([O:3][C:4]([C:6]1[O:7][C:8]2[C:16]([NH:17][C:18](=[O:32])[CH:19]=[CH:20][C:21]3[CH:26]=[CH:25][C:24]([CH2:27][CH2:28][CH2:29][CH2:30][CH3:31])=[CH:23][CH:22]=3)=[CH:15][CH:14]=[CH:13][C:9]=2[C:10](=[O:12])[CH:11]=1)=[O:5])C.C(O)C.C(=O)(O)[O-].[Na+].Cl>O>[CH2:27]([C:24]1[CH:23]=[CH:22][C:21]([CH:20]=[CH:19][C:18]([NH:17][C:16]2[C:8]3[O:7][C:6]([C:4]([OH:5])=[O:3])=[CH:11][C:10](=[O:12])[C:9]=3[CH:13]=[CH:14][CH:15]=2)=[O:32])=[CH:26][CH:25]=1)[CH2:28][CH2:29][CH2:30][CH3:31] |f:2.3|. Procedure: 8-(p-pentylcinnamoyl)amino-4-oxo-4H-1-benzopyran-2-carboxylic acid ethyl ester (132 mg; synthesized in example 3) was dissolved into ethanol (10 ml). To the solution, an aqueous solution (1 ml) of sodium bicarbonate (126 mg) was added. The mixture was refluxed for 15 min. To the reaction solution mixture cooled to room temperature, water (20 ml) and 1N hydrochloric acid (2 ml) were added. The mixture was extracted with ethyl acetate. The extract was washed with water and a saturated aqueous solu... The reactants are COC1=CC2=C(N(C(CNC2)=O)C)C=C1[N+](=O)[O-] (7-Methoxy-1-methyl-8-nitro-1,3,4,5-tetrahydro-benzo[e][1,4]diazepin-2-one), C1(CC1)CBr (Cyclopropylmethyl bromide), [I-].[Na+] (Sodium iodide), C(C)(C)N(C(C)C)CC (N,N-Diisopropylethylamine), CN(C=O)C (N,N-Dimethylformamide). The product is C1(CC1)CN1CC(N(C2=C(C1)C=C(C(=C2)[N+](=O)[O-])OC)C)=O (4-Cyclopropylmethyl-7-methoxy-1-methyl-8-nitro-1,3,4,5-tetrahydro-benzo[e][1,4]diazepin-2-one). RXN SMILES: [CH3:1][O:2][C:3]1[C:15]([N+:16]([O-:18])=[O:17])=[CH:14][C:6]2[N:7]([CH3:13])[C:8](=[O:12])[CH2:9][NH:10][CH2:11][C:5]=2[CH:4]=1.[CH:19]1([CH2:22]Br)[CH2:21][CH2:20]1.[I-].[Na+].C(N(CC)C(C)C)(C)C.CN(C)C=O>>[CH:19]1([CH2:22][N:10]2[CH2:11][C:5]3[CH:4]=[C:3]([O:2][CH3:1])[C:15]([N+:16]([O-:18])=[O:17])=[CH:14][C:6]=3[N:7]([CH3:13])[C:8](=[O:12])[CH2:9]2)[CH2:21][CH2:20]1 |f:2.3|. Reported procedure: A mixture of 7-Methoxy-1-methyl-8-nitro-1,3,4,5-tetrahydro-benzo[e][1,4]diazepin-2-one (0.50 g, 0.0020 mol), [B] Cyclopropylmethyl bromide (0.55 mL, 0.0057 mol), Sodium iodide (0.003 g, 0.00002 mol) and N,N-Diisopropylethylamine (0.87 mL, 0.0050 mol) in N,N-Dimethylformamide (4 mL, 0.05 mol) was reacted in an analogous manner to example 743-C to give 4-Cyclopropylmethyl-7-methoxy-1-methyl-8-nitro-1,3,4,5-tetrahydro-benzo[e][1,4]diazepin-2-one as a red oil. (0.56 g, 92%). LCMS (m/e) 306 (M+1); 1H...